Task: describe an organic reaction: reactants, conditions, products, and yield. Dataset: the Open Reaction Database (ORD), a public repository of structured organic reaction records The reactants are CCCN(CCC)CCCCN(CC)Cc1ccc(CNC(=O)OC(C)(C)C)cc1, CO, Cl, C1COCCO1. The product is CCCN(CCC)CCCCN(CC)Cc1ccc(CN)cc1. RXN SMILES: [C:1]([O:2][C:3](=[O:4])[NH:7][CH2:8][c:9]1[cH:10][cH:11][c:12]([CH2:15][N:16]([CH2:17][CH3:18])[CH2:19][CH2:20][CH2:21][CH2:22][N:23]([CH2:24][CH2:25][CH3:26])[CH2:27][CH2:28][CH3:29])[cH:13][cH:14]1)([CH3:5])([CH3:6])[CH3:30].[CH3:38][OH:39].[ClH:37].[O:31]1[CH2:32][CH2:33][O:34][CH2:35][CH2:36]1>>[NH2:7][CH2:8][c:9]1[cH:10][cH:11][c:12]([CH2:15][N:16]([CH2:17][CH3:18])[CH2:19][CH2:20][CH2:21][CH2:22][N:23]([CH2:24][CH2:25][CH3:26])[CH2:27][CH2:28][CH3:29])[cH:13][cH:14]1.